Dataset: the Open Reaction Database (ORD), a public repository of structured organic reaction records. Task: describe an organic reaction: reactants, conditions, products, and yield Reactants: ClCCl, CCOC(C)=O, CCOC(=O)c1c(NCCC(=O)c2ccccc2F)c2c(Cl)cc(Cl)cc2n1C(=O)OC(C)(C)C. The product is CCOC(=O)c1[nH]c2cc(Cl)cc(Cl)c2c1NCCC(=O)c1ccccc1F. Reaction SMILES: [CH2:36]([Cl:37])[Cl:38].[CH3:39][CH2:40][O:41][C:42](=[O:43])[CH3:44].[F:1][c:2]1[c:3]([C:4]([CH2:5][CH2:6][NH:7][c:8]2[c:9]([C:26](=[O:27])[O:28][CH2:29][CH3:30])[n:10]([C:19]([O:20][C:21]([CH3:22])([CH3:23])[CH3:24])=[O:25])[c:11]3[cH:12][c:13]([Cl:18])[cH:14][c:15]([Cl:17])[c:16]23)=[O:31])[cH:32][cH:33][cH:34][cH:35]1>>[F:1][c:2]1[c:3]([C:4]([CH2:5][CH2:6][NH:7][c:8]2[c:9]([C:26](=[O:27])[O:28][CH2:29][CH3:30])[nH:10][c:11]3[cH:12][c:13]([Cl:18])[cH:14][c:15]([Cl:17])[c:16]23)=[O:31])[cH:32][cH:33][cH:34][cH:35]1. Starting materials: compound, C(C1=CC=CC=C1)[C@@H]1N(C(OC1)=O)C([C@H]([C@@H](C1=CC=C(C=C1)O)O)OC1=CC=C(C=C1)C(C)(C)C)=O ((S)-4-benzyl-3-[(2S,3R)-2-(4-t-butylphenoxy)-3-hydroxy-3-(4-hydroxyphenyl)propionyl]oxazolidin-2-one), C(C)[SiH](CC)CC (triethylsilane). Yields the product C(C1=CC=CC=C1)[C@@H]1N(C(OC1)=O)C([C@H](CC1=CC=C(C=C1)O)OC1=CC=C(C=C1)C(C)(C)C)=O ((S)-4-Benzyl-3-[(S)-2-(4-t-butylphenoxy)-3-(4-hydroxyphenyl)propionyl]oxazolidin-2-one). RXN SMILES: [CH2:1]([C@H:8]1[CH2:12][O:11][C:10](=[O:13])[N:9]1[C:14](=[O:36])[C@@H:15]([O:25][C:26]1[CH:31]=[CH:30][C:29]([C:32]([CH3:35])([CH3:34])[CH3:33])=[CH:28][CH:27]=1)[C@H:16](O)[C:17]1[CH:22]=[CH:21][C:20]([OH:23])=[CH:19][CH:18]=1)[C:2]1[CH:7]=[CH:6][CH:5]=[CH:4][CH:3]=1.C([SiH](CC)CC)C>>[CH2:1]([C@H:8]1[CH2:12][O:11][C:10](=[O:13])[N:9]1[C:14](=[O:36])[C@@H:15]([O:25][C:26]1[CH:31]=[CH:30][C:29]([C:32]([CH3:34])([CH3:33])[CH3:35])=[CH:28][CH:27]=1)[CH2:16][C:17]1[CH:22]=[CH:21][C:20]([OH:23])=[CH:19][CH:18]=1)[C:2]1[CH:7]=[CH:6][CH:5]=[CH:4][CH:3]=1. Reported procedure: The target compound (18.2 g) was obtained as colorless crystals by carrying out the reaction and the post-treatment according to Reference example 20(d) using (S)-4-benzyl-3-[(2S,3R)-2-(4-t-butylphenoxy)-3-hydroxy-3-(4-hydroxyphenyl)propionyl]oxazolidin-2-one (25.3 g) obtained from Reference example 21(c) and triethylsilane (66 ml). Reactants: Clc1cccc(C2OCCN2Cc2ccccc2)c1, CC=Cc1cc(OC)c2c(c1)C(C)C(c1ccc(O)c(OC)c1)O2. Product: CC=Cc1cc(OC)c2c(c1)C(C)C(c1cc(OC)c(O)c(C(c3cccc(Cl)c3)N(CCO)Cc3ccccc3)c1)O2. Reaction SMILES: [Cl:25][c:26]1[cH:27][c:28]([CH:32]2[O:33][CH2:34][CH2:35][N:36]2[CH2:37][c:38]2[cH:39][cH:40][cH:41][cH:42][cH:43]2)[cH:29][cH:30][cH:31]1.[OH:1][c:2]1[c:3]([O:23][CH3:24])[cH:4][c:5]([CH:8]2[O:9][c:10]3[c:11]([cH:14][c:15]([CH:20]=[CH:21][CH3:22])[cH:16][c:17]3[O:18][CH3:19])[CH:12]2[CH3:13])[cH:6][cH:7]1>>[OH:1][c:2]1[c:3]([O:23][CH3:24])[cH:4][c:5]([CH:8]2[O:9][c:10]3[c:11]([cH:14][c:15]([CH:20]=[CH:21][CH3:22])[cH:16][c:17]3[O:18][CH3:19])[CH:12]2[CH3:13])[cH:6][c:7]1[CH:32]([c:28]1[cH:27][c:26]([Cl:25])[cH:31][cH:30][cH:29]1)[N:36]([CH2:35][CH2:34][OH:33])[CH2:37][c:38]1[cH:39][cH:40][cH:41][cH:42][cH:43]1. Starting materials: C1(=CC=C(C=C1)S)S (1,4-benzenedithiol), ( 19 ), C1(=C(C(=C(C(=C1)C)S(=O)(=O)Cl)C)S(=O)(=O)Cl)C (2,4-mesitylenedisulfonyl chloride), C1(=CC=C(C=C1)S)S (1,4-benzenedithiol). Conditions: time 30 minute. The product is C1(=C(C(=C(C(=C1)C)S(=O)(=O)Cl)C)S(=O)(=O)Cl)C.C1(=CC=C(C=C1)S)S (2,4-mesitylenedisulfonylchloride 1,4-benzenedithiol). Reaction SMILES: [C:1]1([SH:8])[CH:6]=[CH:5][C:4]([SH:7])=[CH:3][CH:2]=1.[C:9]1([CH3:25])[CH:14]=[C:13]([CH3:15])[C:12]([S:16]([Cl:19])(=[O:18])=[O:17])=[C:11]([CH3:20])[C:10]=1[S:21]([Cl:24])(=[O:23])=[O:22]>>[C:9]1([CH3:25])[CH:14]=[C:13]([CH3:15])[C:12]([S:16]([Cl:19])(=[O:18])=[O:17])=[C:11]([CH3:20])[C:10]=1[S:21]([Cl:24])(=[O:22])=[O:23].[C:1]1([SH:8])[CH:6]=[CH:5][C:4]([SH:7])=[CH:3][CH:2]=1 |f:2.3|. Reported procedure: Next, the 1,4-benzenedithiol vapor in the condensing chamber 2 was adiabatically expanded, and the introduced base particles were exposed thereto for 30 minutes. Consequently, a further polymerization reaction between 2,4-mesitylenedisulfonyl chloride and 1,4-benzenedithiol took place on the surface of the modified particles (19), forming a film of 2,4-mesitylenedisulfonylchloride-1,4-benzenedithiol co-polymer.